This data is from the Open Reaction Database (ORD), a public repository of structured organic reaction records. The task is: describe an organic reaction: reactants, conditions, products, and yield Starting materials: C, CC(C)(C)OC(=O)NC1(C2CN(C(=O)OCc3ccccc3)C2)CC1, CCO, [Pd]. As a reaction SMILES: [C:29].[CH2:1]([O:2][C:3](=[O:4])[N:11]1[CH2:12][CH:13]([C:15]2([NH:18][C:19](=[O:20])[O:21][C:22]([CH3:23])([CH3:24])[CH3:25])[CH2:16][CH2:17]2)[CH2:14]1)[c:5]1[cH:6][cH:7][cH:8][cH:9][cH:10]1.[CH3:26][CH2:27][OH:28].[Pd:30]>>[NH:11]1[CH2:12][CH:13]([C:15]2([NH:18][C:19](=[O:20])[O:21][C:22]([CH3:23])([CH3:24])[CH3:25])[CH2:16][CH2:17]2)[CH2:14]1. Yields the product CC(C)(C)OC(=O)NC1(C2CNC2)CC1. Solvent: CC(C)O (2-propanol), CO (methanol). Yields the product CN(CCC(O)C1=CC=CC=C1)C (3-dimethylamino-1-phenyl-1-propanol). Conditions: time 2 hour. As a reaction SMILES: [BH4-].[Na+].[CH3:3][N:4]([CH3:15])[CH2:5][CH2:6][C:7]([C:9]1[CH:14]=[CH:13][CH:12]=[CH:11][CH:10]=1)=[O:8].O>CC(O)C.CO>[CH3:15][N:4]([CH3:3])[CH2:5][CH2:6][CH:7]([C:9]1[CH:14]=[CH:13][CH:12]=[CH:11][CH:10]=1)[OH:8] |f:0.1|. Isolated yield 97.0%. Reactants: [BH4-].[Na+] (Sodium borohydride), CN(CCC(=O)C1=CC=CC=C1)C (3-dimethylaminopropiophenone), O (water). Procedure details: Sodium borohydride (6.7 g) was slowly added to a solution of 3-dimethylaminopropiophenone (15.5 g) in 2-propanol (125 ml) and methanol (25 ml). After two hrs, the reaction mixture was stirred with water and extracted with ethyl acetate-ether. The organic extract was washed with water and saturated sodium chloride solution, dried over anhydrous magnesium sulfate, filtered, and the filtrate was evaporated to give 15.2 g (97%) of 3-dimethylamino-1-phenyl-1-propanol, as an oil. A solution of 3-dimet... Reactants: C1(=CC=CC=C1)P(C1=CC=CC=C1)C1=CC=CC=C1 (Triphenylphosphine), C(Br)(Br)(Br)Br (carbon tetrabromide), OCC#CCN1C(NC(C1=O)(C1=CC=C(C=C1)OC(C)C)C)=O (3-(4-hydroxy-2-butynyl)-5-methyl-5-[4-(1-methylethoxy)phenyl]imidazolidine-2,4-dione). Run in ClCCl (dichloromethane). Product: BrCC#CCN1C(NC(C1=O)(C1=CC=C(C=C1)OC(C)C)C)=O (3-(4-bromo-2-butynyl)-5-methyl-5-[4-(1-methylethoxy)phenyl]imidazolidine-2,4-dione). Isolated yield 87.4%. Reaction SMILES: C1(P(C2C=CC=CC=2)C2C=CC=CC=2)C=CC=CC=1.[C:20]([Br:24])(Br)(Br)Br.OC[C:27]#[C:28][CH2:29][N:30]1[C:34](=[O:35])[C:33]([CH3:46])([C:36]2[CH:41]=[CH:40][C:39]([O:42][CH:43]([CH3:45])[CH3:44])=[CH:38][CH:37]=2)[NH:32][C:31]1=[O:47]>ClCCl>[Br:24][CH2:20][C:27]#[C:28][CH2:29][N:30]1[C:34](=[O:35])[C:33]([CH3:46])([C:36]2[CH:41]=[CH:40][C:39]([O:42][CH:43]([CH3:44])[CH3:45])=[CH:38][CH:37]=2)[NH:32][C:31]1=[O:47]. Reported procedure: Triphenylphosphine (196 mg) and carbon tetrabromide (247 mg) were added to a mixed solution of 3-(4-hydroxy-2-butynyl)-5-methyl-5-[4-(1-methylethoxy)phenyl]imidazolidine-2,4-dione (157 mg, 498 μmol) in dichloromethane (10 mL) at room temperature. After completion of the reaction, the solvent was evaporated, and the residue was purified by silica gel column chromatography (hexane:ethyl acetate=1:1) to obtain 165 mg of the title compound (yield: 87%) as a colorless oil. The reactants are NC1=C(N=C(S1)C1=C(C=CC=C1F)F)C(=O)NC=1C=NN(C1N1CC[C@H](CCC1)NCC1COC1)C (5-amino-2-(2,6-difluorophenyl)-N-[1-methyl-5-[(4S)-4-(oxetan-3-ylmethylamino)azepan-1-yl]pyrazol-4-yl]thiazole-4-carboxamide), O1CC(C1)CN([C@H]1CCN(CCC1)C1=C(C=NN1C)NC(=O)C=1N=C(SC1NC(OC(C)(C)C)=O)C1=C(C=CC=C1F)F)CC1COC1 (tert-butyl N-[4-[[5-[(4R)-4-[bis(oxetan-3-ylmethyl)amino]azepan-1-yl]-1-methyl-pyrazol-4-yl]carbamoyl]-2-(2,6-difluorophenyl)thiazol-5-yl]carbamate). Yields the product NC1=C(N=C(S1)C1=C(C=CC=C1F)F)C(=O)NC=1C=NN(C1N1CC[C@H](CCC1)N(CC1COC1)CC1COC1)C (5-amino-N-[5-[(4S)-4-[bis(oxetan-3-ylmethyl)amino]azepan-1-yl]-1-methyl-pyrazol-4-yl]-2-(2,6-difluorophenyl)thiazole-4-carboxamide). RXN SMILES: NC1SC(C2C(F)=CC=CC=2F)=NC=1C(NC1C=NN(C)C=1N1CCC[C@H](NCC2COC2)CC1)=O.[O:37]1[CH2:40][CH:39]([CH2:41][N:42]([CH2:80][CH:81]2[CH2:84][O:83][CH2:82]2)[C@@H:43]2[CH2:49][CH2:48][CH2:47][N:46]([C:50]3[N:54]([CH3:55])[N:53]=[CH:52][C:51]=3[NH:56][C:57]([C:59]3[N:60]=[C:61]([C:72]4[C:77]([F:78])=[CH:76][CH:75]=[CH:74][C:73]=4[F:79])[S:62][C:63]=3[NH:64]C(=O)OC(C)(C)C)=[O:58])[CH2:45][CH2:44]2)[CH2:38]1>>[NH2:64][C:63]1[S:62][C:61]([C:72]2[C:73]([F:79])=[CH:74][CH:75]=[CH:76][C:77]=2[F:78])=[N:60][C:59]=1[C:57]([NH:56][C:51]1[CH:52]=[N:53][N:54]([CH3:55])[C:50]=1[N:46]1[CH2:47][CH2:48][CH2:49][C@H:43]([N:42]([CH2:80][CH:81]2[CH2:84][O:83][CH2:82]2)[CH2:41][CH:39]2[CH2:38][O:37][CH2:40]2)[CH2:44][CH2:45]1)=[O:58]. Procedure: In the preparation of 342, tert-butyl N-[4-[[5-[(4R)-4-[bis(oxetan-3-ylmethyl)amino]azepan-1-yl]-1-methyl-pyrazol-4-yl]carbamoyl]-2-(2,6-difluorophenyl)thiazol-5-yl]carbamate was deprotected following the procedure in Example 334 to give 343. LCMS (ES+) m/z 588 (M+1) The reactants are COC(CCCCCCCCN1N=C(C(=NC1=O)C1=CC=CC=C1)C1=CC=CC=C1)=O (methyl-3-oxo-5,6-diphenyl-1,2,4-triazine-2(3H)-nonanoate), CO (methanol). The solvent is C(C)OCC (diethyl ether). Yields the product O=C1N(NC(=C(N1)C1=CC=CC=C1)C1=CC=CC=C1)CCCCCCCCC(=O)O (3-oxo-5,6-diphenyl-1,2,4-triazine-2(lH)-nonanoic acid). Isolated yield 81.0%. As a reaction SMILES: C[O:2][C:3](=[O:31])[CH2:4][CH2:5][CH2:6][CH2:7][CH2:8][CH2:9][CH2:10][CH2:11][N:12]1[C:17](=[O:18])[N:16]=[C:15]([C:19]2[CH:24]=[CH:23][CH:22]=[CH:21][CH:20]=2)[C:14]([C:25]2[CH:30]=[CH:29][CH:28]=[CH:27][CH:26]=2)=[N:13]1.CO>C(OCC)C>[O:18]=[C:17]1[NH:16][C:15]([C:19]2[CH:20]=[CH:21][CH:22]=[CH:23][CH:24]=2)=[C:14]([C:25]2[CH:26]=[CH:27][CH:28]=[CH:29][CH:30]=2)[NH:13][N:12]1[CH2:11][CH2:10][CH2:9][CH2:8][CH2:7][CH2:6][CH2:5][CH2:4][C:3]([OH:31])=[O:2]. Procedure: A mixture of methyl-3-oxo-5,6-diphenyl-1,2,4-triazine-2(3H)-nonanoate (1.90g' 4.5mmol), 5N N (2.72mL, 13mmol) and methanol (30mL) was heated on a steam bath for 30 minutes. The volatiles were removed in vacuo and the residue diluted with water and dilute HC1 solution until pH=1 The mixture was extracted with CH2C12, the combined extracts dried over sodium sulfate and concentrated to give an oil. Chromatography on a column of silica gel using diethyl ether as eluent gave 3-oxo-5,6-diphenyl-1,2,4-... The reactants are C, COC(=O)C1(C)CCC(NCc2ccccc2)CC1, CO, [H][H], [Pd]. The product is COC(=O)C1(C)CCC(N)CC1. RXN SMILES: [C:24].[CH2:1]([c:2]1[cH:3][cH:4][cH:5][cH:6][cH:7]1)[NH:8][CH:9]1[CH2:10][CH2:11][C:12]([C:15](=[O:16])[O:17][CH3:18])([CH3:19])[CH2:13][CH2:14]1.[CH3:22][OH:23].[H:20][H:21].[Pd:25]>>[NH2:8][CH:9]1[CH2:10][CH2:11][C:12]([C:15](=[O:16])[O:17][CH3:18])([CH3:19])[CH2:13][CH2:14]1. Starting materials: C(C)[SiH](CC)CC (triethylsilane), BrC=1C(=C(C(=CC1OCOC)OCOC)C1=CC=C(O1)C=CC(=O)OC)CC(=O)OC (methyl 3-{5-[3-bromo-2-(methoxycarbonylmethyl)-4,6-bis(methoxymethoxy)phenyl]furan-2-yl}acrylate). The reagents and catalysts are C1=CC=C(C=C1)P(C2=CC=CC=C2)C3=CC=CC=C3.C1=CC=C(C=C1)P(C2=CC=CC=C2)C3=CC=CC=C3.C1=CC=C(C=C1)P(C2=CC=CC=C2)C3=CC=CC=C3.[Cl-].[Rh] (tris(triphenylphosphine)rhodium(I) chloride). Solvent: C1(=CC=CC=C1)C (toluene). Run at temperature 50 celsius, time 3 hour. Product: BrC=1C(=C(C(=CC1OCOC)OCOC)C1=CC=C(O1)CCC(=O)OC)CC(=O)OC (methyl 3-{5-[3-bromo-2-(methoxycarbonylmethyl)-4,6-bis(methoxymethoxy)phenyl]furan-2-yl}propanoate). As a reaction SMILES: C([SiH](CC)CC)C.[Br:8][C:9]1[C:10]([CH2:34][C:35]([O:37][CH3:38])=[O:36])=[C:11]([C:23]2[O:27][C:26]([CH:28]=[CH:29][C:30]([O:32][CH3:33])=[O:31])=[CH:25][CH:24]=2)[C:12]([O:19][CH2:20][O:21][CH3:22])=[CH:13][C:14]=1[O:15][CH2:16][O:17][CH3:18]>C1C=CC(P(C2C=CC=CC=2)C2C=CC=CC=2)=CC=1.C1C=CC(P(C2C=CC=CC=2)C2C=CC=CC=2)=CC=1.C1C=CC(P(C2C=CC=CC=2)C2C=CC=CC=2)=CC=1.[Cl-].[Rh].C1(C)C=CC=CC=1>[Br:8][C:9]1[C:10]([CH2:34][C:35]([O:37][CH3:38])=[O:36])=[C:11]([C:23]2[O:27][C:26]([CH2:28][CH2:29][C:30]([O:32][CH3:33])=[O:31])=[CH:25][CH:24]=2)[C:12]([O:19][CH2:20][O:21][CH3:22])=[CH:13][C:14]=1[O:15][CH2:16][O:17][CH3:18] |f:2.3.4.5.6|. Procedure details: In an argon atmosphere, triethylsilane (0.15 mL, 0.94 mmol) and tris(triphenylphosphine)rhodium(I) chloride (30 mg, 0.032 mmol) were added to toluene (2.0 mL) solution of methyl 3-{5-[3-bromo-2-(methoxycarbonylmethyl)-4,6-bis(methoxymethoxy)phenyl]furan-2-yl}acrylate (89 mg, 0.18 mmol) obtained in the above, and stirred at 50° C. for 3 hours. The reaction solution was concentrated, and the residue was purified through silica chromatography (n-hexane to ethyl acetate/n-hexane=1/2) to obtain methy...